From a dataset of the Open Reaction Database (ORD), a public repository of structured organic reaction records. describe an organic reaction: reactants, conditions, products, and yield Starting materials: CCC(CC)(c1ccc(CCC(O[Si](C)(C)C(C)(C)C)C(C)(C)C)c(C)c1)c1ccc(-c2cncc(CC(=O)OC)c2)c(C)c1, ClCCl, O=C(O)C(F)(F)F. Yields the product CCC(CC)(c1ccc(CCC(O)C(C)(C)C)c(C)c1)c1ccc(-c2cncc(CC(=O)OC)c2)c(C)c1. RXN SMILES: [CH3:8][O:9][C:10]([CH2:11][c:12]1[cH:13][n:14][cH:15][c:16](-[c:18]2[c:19]([CH3:51])[cH:20][c:21]([C:24]([CH2:25][CH3:26])([CH2:27][CH3:28])[c:29]3[cH:30][c:31]([CH3:50])[c:32]([CH2:35][CH2:36][CH:37]([C:38]([CH3:39])([CH3:40])[CH3:41])[O:42][Si:43]([C:44]([CH3:45])([CH3:46])[CH3:47])([CH3:48])[CH3:49])[cH:33][cH:34]3)[cH:22][cH:23]2)[cH:17]1)=[O:52].[Cl:53][CH2:54][Cl:55].[OH:1][C:2]([C:3]([F:4])([F:5])[F:6])=[O:7]>>[CH3:8][O:9][C:10]([CH2:11][c:12]1[cH:13][n:14][cH:15][c:16](-[c:18]2[c:19]([CH3:51])[cH:20][c:21]([C:24]([CH2:25][CH3:26])([CH2:27][CH3:28])[c:29]3[cH:30][c:31]([CH3:50])[c:32]([CH2:35][CH2:36][CH:37]([C:38]([CH3:39])([CH3:40])[CH3:41])[OH:42])[cH:33][cH:34]3)[cH:22][cH:23]2)[cH:17]1)=[O:52].